From a dataset of the Open Reaction Database (ORD), a public repository of structured organic reaction records. describe an organic reaction: reactants, conditions, products, and yield Reactants: CC1(C=2C=CC(=CC2C(CC1)(C)C)C=1N=C(SC1)N1CCN(CC1)CCC1C(OCC1)=O)C (3-(2-{4-[4-(5,5,8,8-tetramethyl-5,6,7,8-tetrahydronaphthalen-2-yl)thiazol-2-yl]piperazin-1-yl}-ethyl)dihydrofuran-2-one), FC(C(=O)[O-])(F)F (trifluoroacetate). Product: CC1(C=2C=CC(=CC2C(CC1)(C)C)C=1N=C(SC1)N1CCN(CC1)CCC(CO)CCO)C (2-(2-{4-[4-(5,5,8,8-tetramethyl-5,6,7,8-tetrahydronaphthalen-2-yl)thiazol-2-yl]piperazin-1-yl}ethyl)butane-1,4-diol). RXN SMILES: [CH3:1][C:2]1([CH3:33])[CH2:11][CH2:10][C:9]([CH3:13])([CH3:12])[C:8]2[CH:7]=[C:6]([C:14]3[N:15]=[C:16]([N:19]4[CH2:24][CH2:23][N:22]([CH2:25][CH2:26][CH:27]5[CH2:31][CH2:30][O:29][C:28]5=[O:32])[CH2:21][CH2:20]4)[S:17][CH:18]=3)[CH:5]=[CH:4][C:3]1=2.FC(F)(F)C([O-])=O>>[CH3:1][C:2]1([CH3:33])[CH2:11][CH2:10][C:9]([CH3:12])([CH3:13])[C:8]2[CH:7]=[C:6]([C:14]3[N:15]=[C:16]([N:19]4[CH2:24][CH2:23][N:22]([CH2:25][CH2:26][CH:27]([CH2:31][CH2:30][OH:29])[CH2:28][OH:32])[CH2:21][CH2:20]4)[S:17][CH:18]=3)[CH:5]=[CH:4][C:3]1=2. Reported procedure: The reduction was carried out analogously starting from 77 mg of 3-(2-{4-[4-(5,5,8,8-tetramethyl-5,6,7,8-tetrahydronaphthalen-2-yl)thiazol-2-yl]piperazin-1-yl}-ethyl)dihydrofuran-2-one from step a. The product is in the form of the trifluoroacetate salt. Product: CC1=C(CCC(C)(O)C#CCO)C(C)(C)CCC1. As a reaction SMILES: [CH2:15]([C:16]#[CH:17])[OH:18].[CH2:23]1[O:24][CH2:25][CH2:26][CH2:27]1.[CH3:1][C:2]1=[C:3]([CH2:10][CH2:11][C:12]([CH3:13])=[O:14])[C:4]([CH3:8])([CH3:9])[CH2:5][CH2:6][CH2:7]1.[Cl-:21].[K+:20].[NH4+:22].[OH-:19].[OH2:28]>>[CH3:1][C:2]1=[C:3]([CH2:10][CH2:11][C:12]([CH3:13])([OH:14])[C:17]#[C:16][CH2:15][OH:18])[C:4]([CH3:8])([CH3:9])[CH2:5][CH2:6][CH2:7]1. The reactants are C#CCO, C1CCOC1, CC(=O)CCC1=C(C)CCCC1(C)C, [Cl-], [K+], [NH4+], [OH-], O. The reactants are CC=1N(C=CN1)C1=CC=C(CO)C=C1 (4-(2-methylimidazol-1-yl)benzyl alcohol), OC=1C=C(C=CC1)C1(CCOCC1)OC (4-(3-hydroxyphenyl)-4-methoxy-3,4,5,6-tetrahydro-2H-pyran), N1(C=NC=C1)C1=CC=C(COC=2C=C(C=CC2)C2(CCOCC2)OC)C=C1 (4-[3-[4-(1-imidazolyl)benzyloxy]phenyl]-4-methoxy-3,4,5,6-tetrahydro-2H-pyran). Yields the product COC1(CCOCC1)C1=CC(=CC=C1)OCC1=CC=C(C=C1)N1C(=NC=C1)C (4-Methoxy-4-[3-[4-(2-methylimidazol-1-yl)benzyloxy]phenyl]-3,4,5,6 -tetrahydro-2H-pyran). RXN SMILES: [CH3:1][C:2]1[N:3]([C:7]2[CH:14]=[CH:13][C:10]([CH2:11][OH:12])=[CH:9][CH:8]=2)[CH:4]=[CH:5][N:6]=1.O[C:16]1[CH:17]=[C:18]([C:22]2([O:28][CH3:29])[CH2:27][CH2:26][O:25][CH2:24][CH2:23]2)[CH:19]=[CH:20][CH:21]=1.N1(C2C=CC(COC3C=C(C4(OC)CCOCC4)C=CC=3)=CC=2)C=CN=C1>>[CH3:29][O:28][C:22]1([C:18]2[CH:19]=[CH:20][CH:21]=[C:16]([O:12][CH2:11][C:10]3[CH:13]=[CH:14][C:7]([N:3]4[CH:4]=[CH:5][N:6]=[C:2]4[CH3:1])=[CH:8][CH:9]=3)[CH:17]=2)[CH2:23][CH2:24][O:25][CH2:26][CH2:27]1. Procedure details: The title compound was prepared from 4-(2-methylimidazol-1-yl)benzyl alcohol and 4-(3-hydroxyphenyl)-4-methoxy-3,4,5,6-tetrahydro-2H-pyran according to the procedure described for 4-[3-[4-(1-imidazolyl)benzyloxy]phenyl]-4-methoxy-3,4,5,6-tetrahydro-2H-pyran. (Example 1) Starting materials: C(C)(=O)OC(C)=O (acetic anhydride), C(C)(=O)OC(C)=O (acetic anhydride), [K].S(=O)(=O)(O)C1=CC=C(C=C1)NC(=O)N (N-(4-sulfophenyl)urea potassium salt), C(CC(=O)O)(=O)O (malonic acid), C(C)(=O)OC(C)=O (acetic anhydride). Solvent: C(C)(=O)O (acetic acid). Run at temperature 95 celsius. Yields the product S(=O)(=O)(O)C1=CC=C(C=C1)N1C(=O)NC(=O)CC1=O.[K] (Potassium N-(4-Sulfophenyl)barbiturate). The yield is 91.1%. As a reaction SMILES: [K:1].[S:2]([C:6]1[CH:11]=[CH:10][C:9]([NH:12][C:13]([NH2:15])=[O:14])=[CH:8][CH:7]=1)([OH:5])(=[O:4])=[O:3].[C:16](O)(=[O:21])[CH2:17][C:18](O)=[O:19].C(OC(=O)C)(=O)C>C(O)(=O)C>[S:2]([C:6]1[CH:7]=[CH:8][C:9]([N:12]2[C:16](=[O:21])[CH2:17][C:18](=[O:19])[NH:15][C:13]2=[O:14])=[CH:10][CH:11]=1)([OH:5])(=[O:4])=[O:3].[K:1] |f:0.1,5.6,^1:0,52|. Procedure details: A mixture of 29.9 g of N-(4-sulfophenyl)urea potassium salt, 15 g of malonic acid and 200 ml of glacial acetic acid was heated to 60° to 70° C with stirring and 300 ml of acetic anhydride was added dropwise to the mixture. After about 50 ml of the acetic anhydride had been added, the mixture dissolved. After all of the acetic anhydride (300 ml) was added, the temperature of the reaction solution increased to 95° C. The reaction solution was stirred for 4 hours and then condensed under reduced pr... Reactants: O=C1N(C(C2=CC=CC=C12)=O)[C@H](C(=O)N1[C@@H](CC2=CC=CC=C12)C(=O)O)C ((S)-2,3-Dihydro-1-[(S)-2-(1,3-dihydro-1,3-dioxo-2H-isoindol 2-yl)-1-oxopropyl]-1H-indole-2-carboxylic acid), C1(CCCCC1)NC1CCCCC1 (dicyclohexylamine), S([O-])(O)(=O)=O.[K+] (potassium bisulfate), NN (Hydrazine), ice-salt. The solvent is CO (methanol), CO (methanol). Run at time 24 hour. Yields the product N[C@@H](CN1[C@@H](CC2=CC=CC=C12)C(=O)O)C=O ((S)-1-[(S)-2-Amino-Oxopropyl]-2,3-Dihydro-1H-Indole-2-Carboxylic Acid). RXN SMILES: O=C1C2C(=CC=CC=2)C(=O)[N:3]1[C@@H:12]([CH3:27])[C:13]([N:15]1[C:23]2[C:18](=[CH:19][CH:20]=[CH:21][CH:22]=2)[CH2:17][C@H:16]1[C:24]([OH:26])=[O:25])=O.C1(NC2CCCCC2)CCCCC1.S(=O)(=O)(O)[O-:42].[K+].NN>CO>[NH2:3][C@H:12]([CH:27]=[O:42])[CH2:13][N:15]1[C:23]2[C:18](=[CH:19][CH:20]=[CH:21][CH:22]=2)[CH2:17][C@H:16]1[C:24]([OH:26])=[O:25] |f:2.3|. Procedure: (S)-2,3-Dihydro-1-[(S)-2-(1,3-dihydro-1,3-dioxo-2H-isoindol 2-yl)-1-oxopropyl]-1H-indole-2-carboxylic acid, dicyclohexylamine (20.4 g.) was treated with 5% aqueous potassium bisulfate solution (300 ml.), and the free acid that formed was extracted three times with methylene chloride (combined extracts 450 ml.). The combined extracts were washed with saline twice, then dried over anhydrous sodium sulfate. Evaporation of the methylene chloride on a rotary evaporator under reduced pressure, then in... Starting materials: C(CCCCCCCCCCCCCCC)OCC(CO)=C (2-[(hexadecyloxy)-methyl]-2-propen-1-ol), [Si](C)(C)(C(C)(C)C)Cl (tert-butyldimethylsilyl chloride), N1C=NC=C1 (imidazole). Solvent: CCOCC (ether), CN(C=O)C (N,N-dimethylformamide). Conditions: time 8 hour. Product: CC(C)(C)[Si](C)(C)OCC(=C)COCCCCCCCCCCCCCCCC ((1,1-Dimethylethyl)[[2-[(hexadecyloxy)methyl]-2-propenyl]oxy]dimethylsilane). Isolated yield 95.0%. As a reaction SMILES: [CH2:1]([O:17][CH2:18][C:19](=[CH2:22])[CH2:20][OH:21])[CH2:2][CH2:3][CH2:4][CH2:5][CH2:6][CH2:7][CH2:8][CH2:9][CH2:10][CH2:11][CH2:12][CH2:13][CH2:14][CH2:15][CH3:16].[Si:23](Cl)([C:26]([CH3:29])([CH3:28])[CH3:27])([CH3:25])[CH3:24].N1C=CN=C1>CN(C)C=O.CCOCC>[CH3:27][C:26]([Si:23]([O:21][CH2:20][C:19]([CH2:18][O:17][CH2:1][CH2:2][CH2:3][CH2:4][CH2:5][CH2:6][CH2:7][CH2:8][CH2:9][CH2:10][CH2:11][CH2:12][CH2:13][CH2:14][CH2:15][CH3:16])=[CH2:22])([CH3:25])[CH3:24])([CH3:29])[CH3:28]. Reported procedure: To a solution of 5.0 g of 2-[(hexadecyloxy)-methyl]-2-propen-1-ol in 50 ml of dry N,N-dimethylformamide is added 6.05 g of tert-butyldimethylsilyl chloride followed by 8 g of imidazole. This mixture is stirred overnight, then diluted with ether, washed with saturated aqueous sodium bicarbonate, water and brine, dried and evaporated, to give 6.49 g of the desired compound. Starting materials: CO (methanol), Cl (hydrochloric acid), Cl.Cl.C1(=CC=CC=C1)NC(=N)NC(=N)NCCCCCCCCC (N1-phenyl-N5-nonyl-biguanide dihydrochloride), CC(=O)C (acetone). The product is Cl.NC=1N(C(N=C(N1)NCCCCCCCCC)(C)C)C1=CC=CC=C1 (2-Amino-1,6-dihydro-6,6-dimethyl-4-nonylamino-1-phenyl-1,3,5-triazine hydrochloride). Reaction SMILES: CO.[ClH:3].Cl.Cl.[C:6]1([NH:12][C:13]([NH:15][C:16]([NH:18][CH2:19][CH2:20][CH2:21][CH2:22][CH2:23][CH2:24][CH2:25][CH2:26][CH3:27])=[NH:17])=[NH:14])[CH:11]=[CH:10][CH:9]=[CH:8][CH:7]=1.[CH3:28][C:29]([CH3:31])=O>>[ClH:3].[NH2:14][C:13]1[N:12]([C:6]2[CH:7]=[CH:8][CH:9]=[CH:10][CH:11]=2)[C:29]([CH3:31])([CH3:28])[N:17]=[C:16]([NH:18][CH2:19][CH2:20][CH2:21][CH2:22][CH2:23][CH2:24][CH2:25][CH2:26][CH3:27])[N:15]=1 |f:2.3.4,6.7|. Procedure details: 100 ml of methanol, 80 ml of acetone and 0.6 ml of concentrated hydrochloric acid were added to 9.0 g (23.9 mmol) of N1-phenyl-N5-nonyl-biguanide dihydrochloride. The mixture was refluxed for 24 hours, and the solvent was distilled off under reduced pressure. The residue was recrystallized from methyl ethyl ketone to obtain 3.8 g of colorless crystals having a melting of 134 to 137° C.